This data is from the Open Reaction Database (ORD), a public repository of structured organic reaction records. The task is: describe an organic reaction: reactants, conditions, products, and yield Starting materials: OS(=O)(=O)O.O=S(=O)=O (oleum), OS(=O)(=O)O.O=S(=O)=O (oleum), ClC(C(C(I)(F)F)(F)F)(C(Cl)(F)F)F (3,4-dichloro-1-iodoperfluorobutane), ice water. Conditions: temperature 110 celsius. The product is ClC(C(C(=O)F)(F)F)(C(Cl)(F)F)F (3,4-dichloroperfluorobutyryl fluoride). RXN SMILES: OS(O)(=O)=O.[O:6]=S(=O)=O.[Cl:10][C:11]([F:23])([C:19]([F:22])([F:21])[Cl:20])[C:12]([F:18])([F:17])[C:13](F)([F:15])I>>[Cl:10][C:11]([F:23])([C:19]([F:22])([F:21])[Cl:20])[C:12]([F:18])([F:17])[C:13]([F:15])=[O:6] |f:0.1|. Procedure details: A 1 L three-necked flask, fitted with a stir bar and condenser, was charged with 3.0 g of HgO (yellow), 125 mL of 20% oleum, 25 mL of 65% oleum and 75.6 g of 3,4-dichloro-1-iodoperfluorobutane. After the reaction mixture was heated at 110° C. for 2 hours, the condenser was replaced by a distillation head with a 250 mL flask for receiver cooled with ice water. Volatiles were collected, washed with 98% sulfuric acid to remove sulfur trioxide and redistilled to give 40.3 g of 3,4-dichloroperfluorob... Starting materials: CCCNc1cc(C(F)(F)F)ccc1C=CC(=O)O, Cl, C=Cc1cc(CN)cc(F)c1NS(C)(=O)=O. Yields the product C=Cc1cc(CNC(=O)C=Cc2ccc(C(F)(F)F)cc2NCCC)cc(F)c1NS(C)(=O)=O. Reaction SMILES: [CH2:18]([CH2:19][CH3:20])[NH:21][c:22]1[c:23]([CH:32]=[CH:33][C:34](=[O:35])[OH:36])[cH:24][cH:25][c:26]([C:28]([F:29])([F:30])[F:31])[cH:27]1.[ClH:17].[NH2:1][CH2:2][c:3]1[cH:4][c:5]([F:16])[c:6]([NH:11][S:12](=[O:13])(=[O:14])[CH3:15])[c:7]([CH:9]=[CH2:10])[cH:8]1>>[NH:1]([CH2:2][c:3]1[cH:4][c:5]([F:16])[c:6]([NH:11][S:12](=[O:13])(=[O:14])[CH3:15])[c:7]([CH:9]=[CH2:10])[cH:8]1)[C:34]([CH:33]=[CH:32][c:23]1[c:22]([NH:21][CH2:18][CH2:19][CH3:20])[cH:27][c:26]([C:28]([F:29])([F:30])[F:31])[cH:25][cH:24]1)=[O:35]. The reactants are CCOCC (Et2O), hydroxymethyl, Br (HBr), CC(=O)O (AcOH), BrCC1=CC2=C(N=C(N=C2N)N)N=C1 (6-(bromomethyl)-2,4-diaminopyrido [2,3-d]pyrimidine). Yields the product BrCC1=C(C2=C(N=C(N=C2N)N)N=C1)CCC (6-(Bromomethyl)-2,4-diamino-5-propylpyrido [2,3-d]pyrimidine). RXN SMILES: Br.[Br:2][CH2:3][C:4]1[CH:15]=[N:14][C:7]2[N:8]=[C:9]([NH2:13])[N:10]=[C:11]([NH2:12])[C:6]=2[CH:5]=1.CCO[CH2:19][CH3:20].[CH3:21]C(O)=O>>[Br:2][CH2:3][C:4]1[CH:15]=[N:14][C:7]2[N:8]=[C:9]([NH2:13])[N:10]=[C:11]([NH2:12])[C:6]=2[C:5]=1[CH2:21][CH2:19][CH3:20]. Reported procedure: The hydroxymethyl compound 2,4-diamino-5-propylpyrido[2,3-d]pyrimidine-6-methanol (III-1) was treated with dry HBr in AcOH as reported for 6-(bromomethyl)-2,4-diaminopyrido [2,3-d]pyrimidine (III-2, where R1 is H). Addition of Et2O caused precipitation of yellow solid which was collected with the aid of Et2O and dried in vacuo to afford the HBr salt of the product (III-3).